Dataset: the Open Reaction Database (ORD), a public repository of structured organic reaction records. Task: describe an organic reaction: reactants, conditions, products, and yield The reactants are C(C(=O)Cl)(=O)Cl (Oxalyl chloride), COC(C1=CC=C(C(=O)[O-])C=C1)=O (Monomethylterephthalate), C1=CC=CC=C1 (benzene), N1=CC=CC=C1 (pyridine). Run in CO (methanol), CO (methanol), ClCCl (dichloromethane), ClCCl (dichloromethane). Run at time 15 minute. Product: CNC(=O)C1=CC=C(C(=O)OC)C=C1 (methyl 4-(methylaminocarbonyl)benzoate). Yield: 37.0%. Reaction SMILES: [CH3:1][O:2][C:3](=[O:13])[C:4]1[CH:12]=[CH:11][C:7]([C:8]([O-])=[O:9])=[CH:6][CH:5]=1.C1C=CC=CC=1.[N:20]1C=CC=C[CH:21]=1.C(Cl)(=O)C(Cl)=O>ClCCl.CO>[CH3:21][NH:20][C:8]([C:7]1[CH:11]=[CH:12][C:4]([C:3]([O:2][CH3:1])=[O:13])=[CH:5][CH:6]=1)=[O:9]. Procedure: Monomethylterephthalate (Aldrich, 5.0 g, 0.028 mol) was added to 80 mL of dry benzene in a 250-mL round-bottom flask under argon and fitted with a calcium chloride drying tube. Dry pyridine (4.4 g, 0.056 mol) was added and the mixture was stirred for 15 min. Oxalyl chloride (3.66 g, 0.029 mol) was added by drop over 10 min. The mixture bubbled vigorously during the addition and a heavy white precipitate formed. The mixture was vigorously stirred for 40 min and followed by TLC (three solvent syst... Reactants: CS(=O)O, FC(F)(F)c1nc2cc(Cl)c(Cl)cc2nc1Cl, [Na], CN(C)C=O. Yields the product CS(=O)(=O)c1nc2cc(Cl)c(Cl)cc2nc1C(F)(F)F. Reaction SMILES: [CH3:18][S:19](=[O:20])[OH:21].[Cl:1][c:2]1[n:3][c:4]2[cH:5][c:6]([Cl:17])[c:7]([Cl:16])[cH:8][c:9]2[n:10][c:11]1[C:12]([F:13])([F:14])[F:15].[Na:22].[O:23]=[CH:24][N:25]([CH3:26])[CH3:27]>>[c:2]1([S:19]([CH3:18])(=[O:20])=[O:21])[n:3][c:4]2[cH:5][c:6]([Cl:17])[c:7]([Cl:16])[cH:8][c:9]2[n:10][c:11]1[C:12]([F:13])([F:14])[F:15]. Procedure: Using alkylation method A, 3-chloro-N-[1-(2-fluoro-phenyl)-2-(piperidin-4-ylmethoxy)ethyl]-1H-indole-6-carboxamide (303 mg, 0.71 mmol) and acetone (2 mL, 27 mmol) afforded 260 mg (78%) of the title compound. Reaction SMILES: [Cl:1][C:2]1[C:10]2[C:5](=[CH:6][C:7]([C:11]([NH:13][CH:14]([C:24]3[CH:29]=[CH:28][CH:27]=[CH:26][C:25]=3[F:30])[CH2:15][O:16][CH2:17][CH:18]3[CH2:23][CH2:22][NH:21][CH2:20][CH2:19]3)=[O:12])=[CH:8][CH:9]=2)[NH:4][CH:3]=1.[CH3:31][C:32]([CH3:34])=O>>[Cl:1][C:2]1[C:10]2[C:5](=[CH:6][C:7]([C:11]([NH:13][CH:14]([C:24]3[CH:29]=[CH:28][CH:27]=[CH:26][C:25]=3[F:30])[CH2:15][O:16][CH2:17][CH:18]3[CH2:23][CH2:22][N:21]([CH:32]([CH3:34])[CH3:31])[CH2:20][CH2:19]3)=[O:12])=[CH:8][CH:9]=2)[NH:4][CH:3]=1. The reactants are ClC1=CNC2=CC(=CC=C12)C(=O)NC(COCC1CCNCC1)C1=C(C=CC=C1)F (3-chloro-N-[1-(2-fluoro-phenyl)-2-(piperidin-4-ylmethoxy)ethyl]-1H-indole-6-carboxamide), CC(=O)C (acetone). The product is ClC1=CNC2=CC(=CC=C12)C(=O)NC(COCC1CCN(CC1)C(C)C)C1=C(C=CC=C1)F (3-Chloro-N-[1-(2-fluorophenyl)-2-(1-isopropylpiperidin-4-yl-methoxy)ethyl]-1H-indole-6-carboxamide). Yield: 77.6%.